From a dataset of the Open Reaction Database (ORD), a public repository of structured organic reaction records. describe an organic reaction: reactants, conditions, products, and yield Starting materials: CCOCC, Cl, CC(C)(C)OC(=O)NCCn1c(=O)[nH]c2ccccc21. Product: Cl, NCCn1c(=O)[nH]c2ccccc21. As a reaction SMILES: [CH3:22][CH2:23][O:24][CH2:25][CH3:26].[ClH:21].[O:1]=[c:2]1[nH:3][c:4]2[c:5]([n:6]1[CH2:7][CH2:8][NH:9][C:10](=[O:11])[O:12][C:13]([CH3:14])([CH3:15])[CH3:16])[cH:17][cH:18][cH:19][cH:20]2>>[ClH:21].[O:1]=[c:2]1[nH:3][c:4]2[c:5]([n:6]1[CH2:7][CH2:8][NH2:9])[cH:17][cH:18][cH:19][cH:20]2.